From a dataset of the Open Reaction Database (ORD), a public repository of structured organic reaction records. describe an organic reaction: reactants, conditions, products, and yield Starting materials: N1(N=NC2=C1C=CC=C2)OC(=[N+](C)C)N(C)C.F[B-](F)(F)F (O-(benzotriazol-1-yl)-N,N,N′,N′-tetramethyluronium tetrafluoroborate), C(C)(C)(C)C=1C=C(C(=C(C1)NC(=O)C=1N(C2=C(C=CC=C2C1)CN1CCNCC1)C)OC)NS(=O)(=O)C (1-methyl-7-piperazin-1-ylmethyl-1H-indole-2-carboxylic acid(5-tert-butyl-3-methanesulphonylamino-2-methoxy-phenyl)-amide), CN1CCC(CC1)C(=O)O (1-methyl-piperidine-4-carboxylic acid), C(C)(C)N(C(C)C)CC (N,N-diisopropyl-ethylamine). Run in O (water), CN(C=O)C (N,N-dimethylformamide), C(C)(=O)OCC (ethyl acetate). Run at time 20 minute. The product is C(C)(C)(C)C=1C=C(C(=C(C1)NC(=O)C=1N(C2=C(C=CC=C2C1)CN1CCN(CC1)C(=O)C1CCN(CC1)C)C)OC)NS(=O)(=O)C (1-methyl-7-[4-(1-methyl-piperidine-4-carbonyl)-piperazin-1-ylmethyl]-1H-indole-2-carboxylic acid(5-tert-butyl-3-methanesulphonylamino-2-methoxy-phenyl)-amide). RXN SMILES: [CH3:1][N:2]1[CH2:7][CH2:6][CH:5]([C:8]([OH:10])=O)[CH2:4][CH2:3]1.N1(OC(N(C)C)=[N+](C)C)C2C=CC=CC=2N=N1.F[B-](F)(F)F.C(N(CC)C(C)C)(C)C.[C:42]([C:46]1[CH:47]=[C:48]([NH:74][S:75]([CH3:78])(=[O:77])=[O:76])[C:49]([O:72][CH3:73])=[C:50]([NH:52][C:53]([C:55]2[N:56]([CH3:71])[C:57]3[C:62]([CH:63]=2)=[CH:61][CH:60]=[CH:59][C:58]=3[CH2:64][N:65]2[CH2:70][CH2:69][NH:68][CH2:67][CH2:66]2)=[O:54])[CH:51]=1)([CH3:45])([CH3:44])[CH3:43]>CN(C)C=O.C(OCC)(=O)C.O>[C:42]([C:46]1[CH:47]=[C:48]([NH:74][S:75]([CH3:78])(=[O:77])=[O:76])[C:49]([O:72][CH3:73])=[C:50]([NH:52][C:53]([C:55]2[N:56]([CH3:71])[C:57]3[C:62]([CH:63]=2)=[CH:61][CH:60]=[CH:59][C:58]=3[CH2:64][N:65]2[CH2:66][CH2:67][N:68]([C:8]([CH:5]3[CH2:4][CH2:3][N:2]([CH3:1])[CH2:7][CH2:6]3)=[O:10])[CH2:69][CH2:70]2)=[O:54])[CH:51]=1)([CH3:45])([CH3:43])[CH3:44] |f:1.2|. Procedure details: 61 mg 1-methyl-piperidine-4-carboxylic acid are dissolved in 1 ml N,N-dimethylformamide and combined with 137 mg O-(benzotriazol-1-yl)-N,N,N′,N′-tetramethyluronium-tetrafluoroborate (TBTU) and 138 μl N,N-diisopropyl-ethylamine (DIEA). The mixture is stirred for 20 minutes, then 150 mg 1-methyl-7-piperazin-1-ylmethyl-1H-indole-2-carboxylic acid(5-tert-butyl-3-methanesulphonylamino-2-methoxy-phenyl)-amide are added and the mixture is stirred for 12 hours. Then it is divided between water and ethyl... Starting materials: CCOc1cc(C(C)(C)C)ncc1C1=NC(C)(c2ccc(Cl)cc2)C(C)(c2ccc(Cl)cc2)N1C(=O)N1CCC(CC(=O)O)CC1, CN1CCCNCC1. Product: CCOc1cc(C(C)(C)C)ncc1C1=NC(C)(c2ccc(Cl)cc2)C(C)(c2ccc(Cl)cc2)N1C(=O)N1CCC(CC(=O)N2CCCN(C)CC2)CC1. Reaction SMILES: [C:1]([CH3:2])([CH3:3])([CH3:4])[c:5]1[cH:6][c:7]([O:44][CH2:45][CH3:46])[c:8]([C:11]2=[N:15][C:14]([CH3:16])([c:17]3[cH:18][cH:19][c:20]([Cl:23])[cH:21][cH:22]3)[C:13]([CH3:24])([c:25]3[cH:26][cH:27][c:28]([Cl:31])[cH:29][cH:30]3)[N:12]2[C:32](=[O:33])[N:34]2[CH2:35][CH2:36][CH:37]([CH2:40][C:41](=[O:42])[OH:43])[CH2:38][CH2:39]2)[cH:9][n:10]1.[CH3:47][N:48]1[CH2:49][CH2:50][NH:51][CH2:52][CH2:53][CH2:54]1>>[C:1]([CH3:2])([CH3:3])([CH3:4])[c:5]1[cH:6][c:7]([O:44][CH2:45][CH3:46])[c:8]([C:11]2=[N:15][C:14]([CH3:16])([c:17]3[cH:18][cH:19][c:20]([Cl:23])[cH:21][cH:22]3)[C:13]([CH3:24])([c:25]3[cH:26][cH:27][c:28]([Cl:31])[cH:29][cH:30]3)[N:12]2[C:32](=[O:33])[N:34]2[CH2:35][CH2:36][CH:37]([CH2:40][C:41](=[O:43])[N:51]3[CH2:50][CH2:49][N:48]([CH3:47])[CH2:54][CH2:53][CH2:52]3)[CH2:38][CH2:39]2)[cH:9][n:10]1. Reactants: OC(C[C@H](N)C(=O)N)CCN (4-hydroxy-L-lysine amide), FC(C[C@H](N)C(=O)N)CCN (4-fluoro-L-lysine amide). Solvent: Cl (HCl). Yields the product OC(C[C@H](N)C(=O)O)CCN (4-hydroxy-L-lysine), lactone. Isolated yield 52.0%. RXN SMILES: [OH:1][CH:2]([CH2:9][CH2:10][NH2:11])[CH2:3][C@@H:4]([C:6](N)=[O:7])[NH2:5].FC(CCN)C[C@@H](C(N)=[O:18])N>Cl>[OH:1][CH:2]([CH2:9][CH2:10][NH2:11])[CH2:3][C@@H:4]([C:6]([OH:18])=[O:7])[NH2:5]. Reported procedure: N,N'-Dicarbobenzyloxy-γ-hydroxy-L-lysine amide (2.0 g, 4.65 mmol) (described by Izumiya et al., Biochem, 4, 2501 (1965)) was placed in a Kel-F® reactor and anhydrous hydrogen fluoride (40 ml) was condensed at -78° C. Sulfur tetrafluoride (1.8 ml, 31 mmol) was condensed at -78° C. in a graduated tube attached to the reaction vessel. The cooling bath was removed and sulfur tetrafluoride was transferred into the reaction solution (cooled at -78° C.) by evaporation. The mixture was stirred at -78° C... The reactants are CC(C)(C)[S@@](=O)NC(C)C1CCOCC1 ((R)-2-methyl-N-(1-(tetrahydro-2H-pyran-4-yl)ethyl)Propane-2-sulfinamide), Cl.O1CCOCC1 (HCl dioxane). Solvent: C(Cl)Cl (CH2Cl2). Reaction conditions: time 2 hour. The product is O1CCC(CC1)[C@H](C)N ((S)-1-(tetrahydro-2H-pyran-4-yl)ethanamine). Isolated yield 150.5%. Reaction SMILES: CC([S@]([NH:7][CH:8]([CH:10]1[CH2:15][CH2:14][O:13][CH2:12][CH2:11]1)[CH3:9])=O)(C)C.Cl.O1CCOCC1>C(Cl)Cl>[O:13]1[CH2:14][CH2:15][CH:10]([C@@H:8]([NH2:7])[CH3:9])[CH2:11][CH2:12]1 |f:1.2|. Reported procedure: To a solution of (R)-2-methyl-N-(1-(tetrahydro-2H-pyran-4-yl)ethyl)Propane-2-sulfinamide (1.2 g) in CH2Cl2 (4 mL) was added HCl-dioxane (4 mL) at 25° C. The reaction was stirred for 2 hrs. Then the mixture was concentrated in vacuo, diluted with water and washed with ethyl acetate to give crude (S)-1-(tetrahydro-2H-pyran-4-yl)ethanamine (1.0 g) as a yellow oil. The reactants are [N+](=O)([O-])C1=CC=C(C=C1)C=1C(NC=CC1)=O (3-(4-Nitrophenyl)-1H-pyridin-2-one), C(C)(C)N(CC)C(C)C (diisopropylethylamine), N1=CC=CC=C1 (pyridine), C(C)OC(=O)CCC1=CC=C(C=C1)B(O)O (4-(2-ethoxycarbonylethyl)phenyl boronic acid). The reagents and catalysts are C(C)(=O)[O-].[Cu+2].C(C)(=O)[O-] (copper (II) acetate). Run in ClCCl (dichloromethane). Conditions: time 4 hour. The product is C(C)OC(CCC1=CC=C(C=C1)N1C(C(=CC=C1)C1=CC=C(C=C1)[N+](=O)[O-])=O)=O (3-{4-[3-(4-Nitrophenyl)-2-oxo-2H-pyridin-1-yl]phenyl}propionic acid ethyl ester). Reaction SMILES: [N+:1]([C:4]1[CH:9]=[CH:8][C:7]([C:10]2[C:11](=[O:16])[NH:12][CH:13]=[CH:14][CH:15]=2)=[CH:6][CH:5]=1)([O-:3])=[O:2].C(N(C(C)C)CC)(C)C.N1C=CC=CC=1.[CH2:32]([O:34][C:35]([CH2:37][CH2:38][C:39]1[CH:44]=[CH:43][C:42](B(O)O)=[CH:41][CH:40]=1)=[O:36])[CH3:33]>ClCCl.C([O-])(=O)C.[Cu+2].C([O-])(=O)C>[CH2:32]([O:34][C:35](=[O:36])[CH2:37][CH2:38][C:39]1[CH:44]=[CH:43][C:42]([N:12]2[CH:13]=[CH:14][CH:15]=[C:10]([C:7]3[CH:8]=[CH:9][C:4]([N+:1]([O-:3])=[O:2])=[CH:5][CH:6]=3)[C:11]2=[O:16])=[CH:41][CH:40]=1)[CH3:33] |f:5.6.7|. Procedure details: 3-(4-Nitrophenyl)-1H-pyridin-2-one (P3) (0.2 g, 0.92 mmol), copper (II) acetate (0.334 g, 2 equiv.), diisopropylethylamine (0.31 mL, 2 equiv.), and pyridine (0.15 mL, 2 equiv.) were added to a stirred solution of 4-(2-ethoxycarbonylethyl)phenyl boronic acid (0.308 g, 1.3 mmol) in dichloromethane (10 mL). The reaction mixture was then stirred under argon at room temperature for 4 hours. The solution was then filtered through celite, concentrated and purified by chromatography on silica gel (50% v...